Dataset: the Open Reaction Database (ORD), a public repository of structured organic reaction records. Task: describe an organic reaction: reactants, conditions, products, and yield The solvent is COCCOC (DME). Procedure details: From 2-amino-4-(4-fluoro-phenyl)-6-methanesulfinyl-pyrimidine-5-carbonitrile, (2-pyridyl)ethanol and DBU in DME. ES-MS m/e (%): 336 (M+H+, 100). Yields the product NC1=NC(=C(C(=N1)C1=CC=C(C=C1)F)C#N)OCCC1=NC=CC=C1 (2-Amino-4-(4-fluoro-phenyl)-6-(2-pyridin-2-yl-ethoxy)-pyrimidine-5-carbonitrile). Reaction SMILES: [NH2:1][C:2]1[N:7]=[C:6]([C:8]2[CH:13]=[CH:12][C:11]([F:14])=[CH:10][CH:9]=2)[C:5]([C:15]#[N:16])=[C:4](S(C)=O)[N:3]=1.N1C=CC=CC=1C([OH:28])C.[CH2:29]1[CH2:39][CH2:38][N:37]2C(=N[CH2:34][CH2:35][CH2:36]2)C[CH2:30]1>COCCOC>[NH2:1][C:2]1[N:7]=[C:6]([C:8]2[CH:13]=[CH:12][C:11]([F:14])=[CH:10][CH:9]=2)[C:5]([C:15]#[N:16])=[C:4]([O:28][CH2:34][CH2:35][C:36]2[CH:30]=[CH:29][CH:39]=[CH:38][N:37]=2)[N:3]=1. Starting materials: NC1=NC(=C(C(=N1)C1=CC=C(C=C1)F)C#N)S(=O)C (2-amino-4-(4-fluoro-phenyl)-6-methanesulfinyl-pyrimidine-5-carbonitrile), N1=C(C=CC=C1)C(C)O ((2-pyridyl)ethanol), C1CCC2=NCCCN2CC1 (DBU).